From a dataset of the Open Reaction Database (ORD), a public repository of structured organic reaction records. describe an organic reaction: reactants, conditions, products, and yield Starting materials: ClCCl, O=C(CCc1cccnc1)NCCCCC1CCNCC1, [Na+], [OH-], O=C(Cl)c1ccc2ccccc2c1. Yields the product O=C(CCc1cccnc1)NCCCCC1CCN(C(=O)c2ccc3ccccc3c2)CC1. RXN SMILES: [Cl:37][CH2:38][Cl:39].[NH:1]1[CH2:2][CH2:3][CH:4]([CH2:7][CH2:8][CH2:9][CH2:10][NH:11][C:12]([CH2:13][CH2:14][c:15]2[cH:16][n:17][cH:18][cH:19][cH:20]2)=[O:21])[CH2:5][CH2:6]1.[Na+:36].[OH-:35].[cH:22]1[c:23]([C:32](=[O:33])[Cl:34])[cH:24][cH:25][c:26]2[cH:27][cH:28][cH:29][cH:30][c:31]12>>[N:1]1([C:32]([c:23]2[cH:22][c:31]3[c:26]([cH:25][cH:24]2)[cH:27][cH:28][cH:29][cH:30]3)=[O:33])[CH2:2][CH2:3][CH:4]([CH2:7][CH2:8][CH2:9][CH2:10][NH:11][C:12]([CH2:13][CH2:14][c:15]2[cH:16][n:17][cH:18][cH:19][cH:20]2)=[O:21])[CH2:5][CH2:6]1. Starting materials: ClC=1C=C2C(=CC(N(C2=CC1)CC(F)(F)F)=O)O (6-Chloro-4-hydroxy-1-(2,2,2-trifluoroethyl)-1H-quinolin-2-one), N1C(C=CC2=CC=CC=C12)=O (quinolone), C(C)OC(=O)N1CCC(CC1)N (4-aminopiperidine-1-carboxylic acid ethyl ester), [H-].[Na+] (sodium hydride), FC(S(=O)(=O)N(S(=O)(=O)C(F)(F)F)C1=CC=CC=C1)(F)F (1,1,1-trifluoro-N-phenyl-N-[(trifluoromethyl)sulfonyl]methanesulfonamide). Run in C(C)#N (acetonitrile). Run at temperature 50 celsius, time 10 minute. The product is C(C)OC(=O)N1CCC(CC1)NC1=CC(N(C2=CC=C(C=C12)Cl)CC(F)(F)F)=O (4-(6-Chloro-2-oxo-1-(2,2,2-trifluoroethyl)-1,2-dihydroquinolin-4-ylamino)-piperidine-1-carboxylic acid ethyl ester). Isolated yield 58.5%. Reaction SMILES: [Cl:1][C:2]1[CH:3]=[C:4]2[C:9](=[CH:10][CH:11]=1)[N:8]([CH2:12][C:13]([F:16])([F:15])[F:14])[C:7](=[O:17])[CH:6]=[C:5]2O.[H-].[Na+].FC(F)(F)S(N(C1C=CC=CC=1)S(C(F)(F)F)(=O)=O)(=O)=O.N1C2C(=CC=CC=2)C=CC1=O.[CH2:53]([O:55][C:56]([N:58]1[CH2:63][CH2:62][CH:61]([NH2:64])[CH2:60][CH2:59]1)=[O:57])[CH3:54]>C(#N)C>[CH2:53]([O:55][C:56]([N:58]1[CH2:59][CH2:60][CH:61]([NH:64][C:5]2[C:4]3[C:9](=[CH:10][CH:11]=[C:2]([Cl:1])[CH:3]=3)[N:8]([CH2:12][C:13]([F:16])([F:15])[F:14])[C:7](=[O:17])[CH:6]=2)[CH2:62][CH2:63]1)=[O:57])[CH3:54] |f:1.2|. Reported procedure: 6-Chloro-4-hydroxy-1-(2,2,2-trifluoroethyl)-1H-quinolin-2-one (0.996 g, 3.6 mmol) was suspended in dry acetonitrile (50 mL) under argon and treated with sodium hydride (0.16 g, 60% wt in mineral oil, 4 mmol). After stirring for 10 minutes, 1,1,1-trifluoro-N-phenyl-N-[(trifluoromethyl)sulfonyl]methanesulfonamide (1.36 g, 3.8 mmol) was added and the mixture heated to 50° C. for 6 hours. Analysis by LC/MS indicated the starting quinolone had been completely consumed and 4-aminopiperidine-1-carboxyl... Reactants: C(C)OC=1C=C(C=CC1OCC)C1=NC(=NO1)C1=C2CCN(C2=CC=C1)CC1(COC(OC1)(C)C)NC(OC(C)(C)C)=O (tert-Butyl 5-((4-(5-(3,4-diethoxyphenyl)-1,2,4-oxadiazol-3-yl)indolin-1-yl)methyl)-2,2-dimethyl-1,3-dioxan-5-ylcarbamate), CC1(OCC(CO1)(CNC1=CC=C(C=C1)CCCCCCCC)NC(OCCCC)=O)C (butyl 2,2-dimethyl-5-((4-octylphenylamino)methyl)-1,3-dioxan-5-ylcarbamate). Yields the product NC(CO)(CO)CN1CCC2=C(C=CC=C12)C1=NOC(=N1)C1=CC(=C(C=C1)OCC)OCC (2-Amino-2-((4-(5-(3,4-diethoxyphenyl)-1,2,4-oxadiazol-3-yl)indolin-1-yl)methyl)propane-1,3-diol). Yield: 71.0%. Reaction SMILES: [CH2:1]([O:3][C:4]1[CH:5]=[C:6]([C:13]2[O:17][N:16]=[C:15]([C:18]3[CH:26]=[CH:25][CH:24]=[C:23]4[C:19]=3[CH2:20][CH2:21][N:22]4[CH2:27][C:28]3([NH:36]C(=O)OC(C)(C)C)[CH2:33][O:32]C(C)(C)[O:30][CH2:29]3)[N:14]=2)[CH:7]=[CH:8][C:9]=1[O:10][CH2:11][CH3:12])[CH3:2].CC1(C)OCC(NC(=O)OCCCC)(CNC2C=CC(CCCCCCCC)=CC=2)CO1>>[NH2:36][C:28]([CH2:27][N:22]1[C:23]2[C:19](=[C:18]([C:15]3[N:14]=[C:13]([C:6]4[CH:7]=[CH:8][C:9]([O:10][CH2:11][CH3:12])=[C:4]([O:3][CH2:1][CH3:2])[CH:5]=4)[O:17][N:16]=3)[CH:26]=[CH:25][CH:24]=2)[CH2:20][CH2:21]1)([CH2:29][OH:30])[CH2:33][OH:32]. Procedure: When the product of Step D was substituted for tea-butyl 2,2-dimethyl-5-((4-octylphenylamino)methyl)-1,3-dioxan-5-ylcarbamate in Example 1, Step B, the identical process afforded the title compound in 71% yield, as a creamy solid. 1H-NMR (CDCl3) 1.5 (m, 6H); 1.82 (broad s, 4H+H2O); 3.16 (m, 2H); 3.41-3.59 (m, 8H); 4.13-4.3 (m, 4H); 6.96 (d, 1H, J=7.9 Hz); 7.2 (tr, 1H, J=7.9 Hz); 7.5 (d, 1H, 7.8 Hz); 7.67 (d, 1H, J=1.9 Hz); 7.7 (dd, 1H, J=1.9, 8.4 Hz). The reactants are O=C(O)c1cc2ccccc2nc1Cl, O=S(Cl)Cl, NCc1cccs1. The product is O=C(NCc1cccs1)c1cc2ccccc2nc1Cl. Reaction SMILES: [Cl:1][c:2]1[n:3][c:4]2[cH:5][cH:6][cH:7][cH:8][c:9]2[cH:10][c:11]1[C:12](=[O:13])[OH:14].[S:22]([Cl:23])([Cl:24])=[O:25].[s:15]1[c:16]([CH2:20][NH2:21])[cH:17][cH:18][cH:19]1>>[Cl:1][c:2]1[n:3][c:4]2[cH:5][cH:6][cH:7][cH:8][c:9]2[cH:10][c:11]1[C:12](=[O:14])[NH:21][CH2:20][c:16]1[s:15][cH:19][cH:18][cH:17]1.